describe an organic reaction: reactants, conditions, products, and yield From a dataset of the Open Reaction Database (ORD), a public repository of structured organic reaction records. Starting materials: [N+](=O)([O-])C=1C=C(C(O)=CC1)O (4-nitrocatechol), C(CCCCCCCCCCCCC)N=C=O (tetradecyl isocyanate). Yields the product C(CCCCCCCCCCCCC)NC(=O)OC=1C=C(C=CC1OC(=O)NCCCCCCCCCCCCCC)[N+](=O)[O-] (3,4-bis [[(tetradecylamino)carbonyl]oxy]nitrobenzene). RXN SMILES: [N+:1]([C:4]1[CH:5]=[C:6]([OH:11])[C:7](=[CH:9][CH:10]=1)[OH:8])([O-:3])=[O:2].[CH2:12]([N:26]=[C:27]=[O:28])[CH2:13][CH2:14][CH2:15][CH2:16][CH2:17][CH2:18][CH2:19][CH2:20][CH2:21][CH2:22][CH2:23][CH2:24][CH3:25]>>[CH2:12]([NH:26][C:27]([O:11][C:6]1[CH:5]=[C:4]([N+:1]([O-:3])=[O:2])[CH:10]=[CH:9][C:7]=1[O:8][C:27]([NH:26][CH2:12][CH2:13][CH2:14][CH2:15][CH2:16][CH2:17][CH2:18][CH2:19][CH2:20][CH2:21][CH2:22][CH2:23][CH2:24][CH3:25])=[O:28])=[O:28])[CH2:13][CH2:14][CH2:15][CH2:16][CH2:17][CH2:18][CH2:19][CH2:20][CH2:21][CH2:22][CH2:23][CH2:24][CH3:25]. Procedure details: Using this procedure, the reaction of 4-nitrocatechol with tetradecyl isocyanate gave 3,4-bis [[(tetradecylamino)carbonyl]oxy]nitrobenzene (mp 100°-104°). The structure was confirmed by the nmr spectrum.